From a dataset of the Open Reaction Database (ORD), a public repository of structured organic reaction records. describe an organic reaction: reactants, conditions, products, and yield Product: C(C)(C)(C)OC(CC(CC(=O)OC(C)(C)C)(C(=O)O)C(=O)O)=O (3,3-Dicarboxy-pentanedioic acid di-tert-butyl ester). Starting materials: C(C)(C)(C)OC(CC1(C(OC(OC1=O)(C)C)=O)CC(=O)OC(C)(C)C)=O ((5-tert-Butoxycarbonylmethyl-2,2-dimethyl-4,6-dioxo-[1,3] dioxan-5-yl)-acetic acid tert-butyl ester), O.[OH-].[Li+] (Lithium hydroxide monohydrate). Procedure details: The compound of Example 165 (200 mg, 0.54 mmol) was dissolved in a mixture of THF (10 mL) and water (2 mL). Lithium hydroxide monohydrate (46 mg, 1.07 mmol) was added and the mixture was stirred for 24 h at room temperature. The solvent was evaporated and the residue was dissolved in water (5 mL) and extracted with ether. The water phase was acidified by HCl to pH1 and extracted with ethyl acetate. After drying over sodium sulfate, filtration and evaporation, the solvent was evaporated to drynes... Reaction SMILES: [C:1]([O:5][C:6](=[O:26])[CH2:7][C:8]1([CH2:18][C:19]([O:21][C:22]([CH3:25])([CH3:24])[CH3:23])=[O:20])[C:13](=[O:14])[O:12]C(C)(C)[O:10][C:9]1=[O:17])([CH3:4])([CH3:3])[CH3:2].O.[OH-].[Li+]>C1COCC1.O>[C:22]([O:21][C:19](=[O:20])[CH2:18][C:8]([C:13]([OH:14])=[O:12])([C:9]([OH:17])=[O:10])[CH2:7][C:6]([O:5][C:1]([CH3:2])([CH3:3])[CH3:4])=[O:26])([CH3:23])([CH3:24])[CH3:25] |f:1.2.3|. Solvent: C1CCOC1 (THF), O (water). Conditions: time 24 hour. Starting materials: CC(C)(C)OC(=O)N1CCCC(NC(=O)c2cn(-c3cccc(F)c3)cc2NC(N)=O)C1, NCCO. Product: CC(C)(C)OC(=O)N1CCCC(NC(=O)c2cn(-c3cccc(F)c3)cc2NC(=O)NCCO)C1. RXN SMILES: [C:1]([CH3:2])([CH3:3])([CH3:4])[O:5][C:6](=[O:7])[N:8]1[CH2:9][CH:10]([NH:14][C:15](=[O:16])[c:17]2[cH:18][n:19](-[c:26]3[cH:27][c:28]([F:32])[cH:29][cH:30][cH:31]3)[cH:20][c:21]2[NH:22][C:23](=[O:24])[NH2:25])[CH2:11][CH2:12][CH2:13]1.[NH2:33][CH2:34][CH2:35][OH:36]>>[C:1]([CH3:2])([CH3:3])([CH3:4])[O:5][C:6](=[O:7])[N:8]1[CH2:9][CH:10]([NH:14][C:15](=[O:16])[c:17]2[cH:18][n:19](-[c:26]3[cH:27][c:28]([F:32])[cH:29][cH:30][cH:31]3)[cH:20][c:21]2[NH:22][C:23](=[O:24])[NH:25][CH2:34][CH2:35][OH:36])[CH2:11][CH2:12][CH2:13]1. Reactants: C1(=CC=C(C=C1)C1=CC2=C(N(C(=N2)OC2CC(CC2)C(=O)OCC)COCC[Si](C)(C)C)C=C1Cl)C1=CC=CC=C1 (ethyl 3-{[5-(biphenyl-4-yl)-6-chloro-1-{[2-(trimethylsilyl)ethoxy]methyl}-1H-benzimidazol-2-yl]oxy}cyclopentanecarboxylate), CCCC[N+](CCCC)(CCCC)CCCC.[F-] (TBAF). Solvent: C1CCOC1 (THF). Reaction conditions: temperature 80 celsius. The product is C1(=CC=C(C=C1)C1=CC2=C(NC(=N2)OC2CC(CC2)C(=O)O)C=C1Cl)C1=CC=CC=C1 (3-{[5-(biphenyl-4-yl)-6-chloro-1H-benzimidazol-2-yl]oxy}cyclopentane carboxylic acid). As a reaction SMILES: [C:1]1([C:36]2[CH:41]=[CH:40][CH:39]=[CH:38][CH:37]=2)[CH:6]=[CH:5][C:4]([C:7]2[C:34]([Cl:35])=[CH:33][C:10]3[N:11](COCC[Si](C)(C)C)[C:12]([O:14][CH:15]4[CH2:19][CH2:18][CH:17]([C:20]([O:22]CC)=[O:21])[CH2:16]4)=[N:13][C:9]=3[CH:8]=2)=[CH:3][CH:2]=1.CCCC[N+](CCCC)(CCCC)CCCC.[F-]>C1COCC1>[C:1]1([C:36]2[CH:41]=[CH:40][CH:39]=[CH:38][CH:37]=2)[CH:2]=[CH:3][C:4]([C:7]2[C:34]([Cl:35])=[CH:33][C:10]3[NH:11][C:12]([O:14][CH:15]4[CH2:19][CH2:18][CH:17]([C:20]([OH:22])=[O:21])[CH2:16]4)=[N:13][C:9]=3[CH:8]=2)=[CH:5][CH:6]=1 |f:1.2|. Reported procedure: To a solution of ethyl 3-{[5-(biphenyl-4-yl)-6-chloro-1-{[2-(trimethylsilyl)ethoxy]methyl}-1H-benzimidazol-2-yl]oxy}cyclopentanecarboxylate (80 mg, 0.135 mmol) in 2.7 mL of THF was added TBAF (0.700 mL, 0.700 mmol) dropwise via syringe. The reaction was heated at 80° C. for 1.5 h. After heating for 4 h, the reaction was concentrated and the residue was re-dissolved in 4 mL of MeOH and treated with 1 mL of 2.5 N NaOH. The reaction was maintained at ambient temperature overnight. Then the solvent ... Starting materials: COC(=O)C=1SC(=CC1N(C(=O)[C@@H]1CC[C@H](CC1)C)C1COCOC1)C1=CCCCC1 (5-cyclohex-1-enyl-3-[[1,3]dioxan-5-yl-(trans-4-methyl-cyclohexane-carbonyl)-amino]-thiophene-2-carboxylic acid methyl ester). The solvent is C1CCOC1 (THF), CO (MeOH), O (H2O), [Li+].[OH-] (LiOH). The product is C1(=CCCCC1)C1=CC(=C(S1)C(=O)O)N(C(=O)[C@@H]1CC[C@H](CC1)C)C1COCOC1 (5-cyclohex-1-enyl-3-[[1,3]dioxan-5-yl-(trans-4-methyl-cyclohexanecarbonyl)-amino]-thiophene-2-carboxylic acid). Reaction SMILES: C[O:2][C:3]([C:5]1[S:6][C:7]([C:26]2[CH2:31][CH2:30][CH2:29][CH2:28][CH:27]=2)=[CH:8][C:9]=1[N:10]([CH:20]1[CH2:25][O:24][CH2:23][O:22][CH2:21]1)[C:11]([C@H:13]1[CH2:18][CH2:17][C@H:16]([CH3:19])[CH2:15][CH2:14]1)=[O:12])=[O:4]>C1COCC1.CO.O.[Li+].[OH-]>[C:26]1([C:7]2[S:6][C:5]([C:3]([OH:4])=[O:2])=[C:9]([N:10]([CH:20]3[CH2:21][O:22][CH2:23][O:24][CH2:25]3)[C:11]([C@H:13]3[CH2:14][CH2:15][C@H:16]([CH3:19])[CH2:17][CH2:18]3)=[O:12])[CH:8]=2)[CH2:31][CH2:30][CH2:29][CH2:28][CH:27]=1 |f:4.5|. Procedure: Crude 5-cyclohex-1-enyl-3-[[1,3]dioxan-5-yl-(trans-4-methyl-cyclohexane-carbonyl)-amino]-thiophene-2-carboxylic acid methyl ester (24 mg) was dissolved in a mixture of THF, MeOH and H2O (3:2:1) (1.8 mL) and 1N LiOH (0.15 mL) was added. Rest of the procedure has been described earlier (example 3, step VIII). Pure 5-cyclohex-1-enyl-3-[[1,3]dioxan-5-yl-(trans-4-methyl-cyclohexanecarbonyl)-amino]-thiophene-2-carboxylic acid was obtained by preparative HPLC.